Dataset: the Open Reaction Database (ORD), a public repository of structured organic reaction records. Task: describe an organic reaction: reactants, conditions, products, and yield Reactants: CSC(C(=O)NC1[C@@H]2N(C(=C(CS2)COC(C)=O)C(=O)O)C1=O)C=1SC=CC1 (7-[α-Methylthio(2-thienyl)acetamido]-3-acetoxymethyl-3-cephem-4-carboxylic acid), CO (methanol), O (water), N1=CC=CC=C1 (pyridine), solution. Product: CSC(C(=O)NC1[C@@H]2N(C=C(CS2)C[N+]2=CC=C(C=C2)C(=O)[O-])C1=O)C=1SC=CC1 (N-[7-{α-methylthio(2-thienyl)acetamido}-3-cephem-3-ylmethyl]pyridinium-4-carboxylate). Reaction SMILES: [CH3:1][S:2][CH:3]([C:24]1[S:25][CH:26]=[CH:27][CH:28]=1)[C:4]([NH:6][CH:7]1[C:22](=[O:23])[N:9]2[C:10](C(O)=O)=[C:11]([CH2:14]OC(=O)C)[CH2:12][S:13][C@H:8]12)=[O:5].[N:29]1[CH:34]=[CH:33][CH:32]=[CH:31][CH:30]=1.[CH3:35][OH:36].[OH2:37]>>[CH3:1][S:2][CH:3]([C:24]1[S:25][CH:26]=[CH:27][CH:28]=1)[C:4]([NH:6][CH:7]1[C:22](=[O:23])[N:9]2[CH:10]=[C:11]([CH2:14][N+:29]3[CH:34]=[CH:33][C:32]([C:35]([O-:37])=[O:36])=[CH:31][CH:30]=3)[CH2:12][S:13][C@H:8]12)=[O:5]. Reported procedure: 7-[α-Methylthio(2-thienyl)acetamido]-3-acetoxymethyl-3-cephem-4-carboxylic acid (1.0 g) was suspended in 10 ml of water, and 1 ml of pyridine was added. The mixture was stirred until the acid dissolved. The resulting solution (pH 5.9) was maintained at 35° C. for 3 days. After filtration, it was extracted four times with 10 ml of chloroform. The extract was extracted with a small amount of water, and the aqueous solution was allowed to flow through a column of an acetate-form Dowex 1 × 8 (100 to... The reactants are CP(OC)(OC)=O (dimethyl methylphosphonate), C(CCC)[Li] (n-butyllithium), O1CCCC1 (tetrahydrofuran), O1CCCC1 (tetrahydrofuran), C1(=CC=CC=C1)CC(=O)OC (phenylacetic acid, methyl ester). Run in CCCCCC (hexane), C(C)(=O)O (Acetic acid). Reaction conditions: temperature 25 celsius, time 3 hour. Product: O=C(CP(OC)(OC)=O)CC1=CC=CC=C1 (Dimethyl 2-Oxo-3-phenylpropylphosphonate). RXN SMILES: [CH3:1][P:2](=[O:7])([O:5][CH3:6])[O:3][CH3:4].O1CCCC1.C([Li])CCC.[C:18]1([CH2:24][C:25](OC)=[O:26])[CH:23]=[CH:22][CH:21]=[CH:20][CH:19]=1>CCCCCC.C(O)(=O)C>[O:26]=[C:25]([CH2:24][C:18]1[CH:23]=[CH:22][CH:21]=[CH:20][CH:19]=1)[CH2:1][P:2](=[O:7])([O:5][CH3:6])[O:3][CH3:4]. Procedure details: A solution of dimethyl methylphosphonate (62 g.) in 400 ml. of tetrahydrofuran at -74° C. is treated by slow addition of 316 ml. of 1.6 M n-butyllithium in hexane, while maintaining the temperature below -62° C. A solution of phenylacetic acid, methyl ester (37.5 g.) in 100 ml. of tetrahydrofuran is added while maintaining the temperature below -60° C. The mixture is stirred at that temperature for 3 hr. and then allowed to warm to about 25° C. Acetic acid (30 g.) is added and the resulting prec... Starting materials: CC(C)(C)OC(=O)N1CCC(Oc2ccc(OCC(=O)O)cc2)C1, ClC(Cl)Cl, N#Cc1ccc(NCCO)c(N)c1. Product: CC(C)(C)OC(=O)N1CCC(Oc2ccc(OCC(=O)Nc3cc(C#N)ccc3NCCO)cc2)C1. RXN SMILES: [C:14]([CH3:15])([CH3:16])([CH3:17])[O:18][C:19](=[O:20])[N:21]1[CH2:22][CH:23]([O:26][c:27]2[cH:28][cH:29][c:30]([O:31][CH2:32][C:33](=[O:34])[OH:35])[cH:36][cH:37]2)[CH2:24][CH2:25]1.[CH:38]([Cl:39])([Cl:40])[Cl:41].[NH2:1][c:2]1[cH:3][c:4]([C:5]#[N:6])[cH:7][cH:8][c:9]1[NH:10][CH2:11][CH2:12][OH:13]>>[NH:1]([c:2]1[cH:3][c:4]([C:5]#[N:6])[cH:7][cH:8][c:9]1[NH:10][CH2:11][CH2:12][OH:13])[C:33]([CH2:32][O:31][c:30]1[cH:29][cH:28][c:27]([O:26][CH:23]2[CH2:22][N:21]([C:19]([O:18][C:14]([CH3:15])([CH3:16])[CH3:17])=[O:20])[CH2:25][CH2:24]2)[cH:37][cH:36]1)=[O:34]. Reported procedure: To a stirred solution of 7-(4-chlorophenyl)-8-phenyl-[1,2,4]triazolo[4,3-c]pyrimidin-3(2H)-one and/or trichloromethyl 2-(6-(4-chlorophenyl)-5-phenylpyrimidin-4-yl)hydrazinecarboxylate (32.2 mg, 0.10 mmol) in DMF (2 mL) at room temperature under argon was added 5-(chloromethyl)-2-(trifluoromethyl)pyridine (29.4 mg, 0.15 mmol), followed by K2CO3 (27.6 mg, 0.20 mmol). The resulting mixture was heated at 60° C. for 1 h. The crude product was purified by silica gel column chromatography eluted with e... Yields the product ClC1=CC=C(C=C1)C1=C(C=2N(C=N1)C(N(N2)CC=2C=NC(=CC2)C(F)(F)F)=O)C2=CC=CC=C2 (7-(4-chlorophenyl)-8-phenyl-2-((6-(trifluoromethyl)pyridin-3-yl)methyl)-[1,2,4]triazolo[4,3-c]pyrimidin-3(2H)-one). RXN SMILES: [Cl:1][C:2]1[CH:7]=[CH:6][C:5]([C:8]2[N:13]=[CH:12][N:11]3[C:14](=[O:17])[NH:15][N:16]=[C:10]3[C:9]=2[C:18]2[CH:23]=[CH:22][CH:21]=[CH:20][CH:19]=2)=[CH:4][CH:3]=1.ClC1C=CC(C2N=CN=C(NNC(OC(Cl)(Cl)Cl)=O)C=2C2C=CC=CC=2)=CC=1.Cl[CH2:53][C:54]1[CH:55]=[CH:56][C:57]([C:60]([F:63])([F:62])[F:61])=[N:58][CH:59]=1.C([O-])([O-])=O.[K+].[K+]>CN(C=O)C>[Cl:1][C:2]1[CH:3]=[CH:4][C:5]([C:8]2[N:13]=[CH:12][N:11]3[C:14](=[O:17])[N:15]([CH2:53][C:54]4[CH:59]=[N:58][C:57]([C:60]([F:63])([F:61])[F:62])=[CH:56][CH:55]=4)[N:16]=[C:10]3[C:9]=2[C:18]2[CH:23]=[CH:22][CH:21]=[CH:20][CH:19]=2)=[CH:6][CH:7]=1 |f:3.4.5|. Run at temperature 60 celsius. The solvent is CN(C)C=O (DMF). Starting materials: C(=O)([O-])[O-].[K+].[K+] (K2CO3), ClC1=CC=C(C=C1)C1=C(C=2N(C=N1)C(NN2)=O)C2=CC=CC=C2 (7-(4-chlorophenyl)-8-phenyl-[1,2,4]triazolo[4,3-c]pyrimidin-3(2H)-one), ClC1=CC=C(C=C1)C1=C(C(=NC=N1)NNC(=O)OC(Cl)(Cl)Cl)C1=CC=CC=C1 (trichloromethyl 2-(6-(4-chlorophenyl)-5-phenylpyrimidin-4-yl)hydrazinecarboxylate), ClCC=1C=CC(=NC1)C(F)(F)F (5-(chloromethyl)-2-(trifluoromethyl)pyridine). The reactants are NC1=CC(CC1)=O (3-amino-2-cyclopenten-1-one), BrC=1C=C(C=O)C=CC1F (3-bromo-4-fluorobenzaldehyde), C(C1=CC=CC=C1)N1CC(CC(C1)=O)=O (N-benzylpiperidine-3,5-dione). The solvent is C(C)O (ethyl alcohol). Yields the product C(C1=CC=CC=C1)N1CC(C=2C(C3=C(NC2C1)CCC3=O)C3=CC(=C(C=C3)F)Br)=O (2-benzyl-5-(3-bromo-4-fluoropheyl)-2,3,5,7,8,9-hexahydro-1H-cyclopenta[b][1,7]naphthyridine-4,6-dione). Isolated yield 64.2%. Reaction SMILES: [NH2:1][C:2]1[CH2:6][CH2:5][C:4](=[O:7])[CH:3]=1.[Br:8][C:9]1[CH:10]=[C:11]([CH:14]=[CH:15][C:16]=1[F:17])[CH:12]=O.[CH2:18]([N:25]1[CH2:30][C:29](=O)[CH2:28][C:27](=[O:32])[CH2:26]1)[C:19]1[CH:24]=[CH:23][CH:22]=[CH:21][CH:20]=1>C(O)C>[CH2:18]([N:25]1[CH2:30][C:29]2[NH:1][C:2]3[CH2:6][CH2:5][C:4](=[O:7])[C:3]=3[CH:12]([C:11]3[CH:14]=[CH:15][C:16]([F:17])=[C:9]([Br:8])[CH:10]=3)[C:28]=2[C:27](=[O:32])[CH2:26]1)[C:19]1[CH:20]=[CH:21][CH:22]=[CH:23][CH:24]=1. Reported procedure: A solution of 3-amino-2-cyclopenten-1-one (Kikani, B. B., Synthesis, (1991), 2, 176) (0.97 g, 10 mmol), 3-bromo-4-fluorobenzaldehyde (2.0 g, 10 mmol) and N-benzylpiperidine-3,5-dione (Ziegler, J. Amer. Chem. Soc. (1973), 95, 7458-7464) (2.2 g, 10 mmol) in ethyl alcohol (10 mL) was heated to reflux for 72 hours and then allowed to cool to ambient temperature. The solvent was evaporated and the residue was purified by flash chromatography over silica gel (5% ethanol/methylene chloride) to provide ... Starting materials: O1CCCC1.O (tetrahydrofuran water), ClC=1C=C([C@H](C[N+](=O)[O-])C2C(CCCC2)=O)C=CC1Cl (rac-(2S*)-2-[(R*)-3,4-dichloro-α-(nitromethyl)benzyl]cyclohexanone), [H-].[Al+3].[Li+].[H-].[H-].[H-] (lithium aluminum hydride). The solvent is O1CCCC1 (tetrahydrofuran), O1CCCC1 (tetrahydrofuran). Conditions: time 15 hour. Product: NC[C@@H](C1=CC(=C(C=C1)Cl)Cl)[C@@H]1[C@@H](CCCC1)O (rac-(1S*)-cis-2-[(R*)-α-(aminomethyl)-3,4-dichlorobenzyl]cyclohexanol). As a reaction SMILES: [Cl:1][C:2]1[CH:3]=[C:4]([CH:17]=[CH:18][C:19]=1[Cl:20])[C@@H:5]([CH:10]1[CH2:15][CH2:14][CH2:13][CH2:12][C:11]1=[O:16])[CH2:6][N+:7]([O-])=O.[H-].[Al+3].[Li+].[H-].[H-].[H-].O1CCCC1.O>O1CCCC1>[NH2:7][CH2:6][C@H:5]([C@H:10]1[CH2:15][CH2:14][CH2:13][CH2:12][C@H:11]1[OH:16])[C:4]1[CH:17]=[CH:18][C:19]([Cl:20])=[C:2]([Cl:1])[CH:3]=1 |f:1.2.3.4.5.6,7.8|. Procedure details: A solution of 28.5 g (0.09 mol) of rac-(2S*)-2-[(R*)-3,4-dichloro-α-(nitromethyl)benzyl]cyclohexanone in 500 ml of dry tetrahydrofuran is added dropwise to a suspension of 8.53 g (0.22 mol) of lithium aluminum hydride in 200 ml of dry tetrahydrofuran under argon so that temperature does not exceed 50°, whereupon the mixture is stirred at 50° for 15 hours. After cooling the reaction mixture is treated with tetrahydrofuran/water (1:1), the separated precipitate is filtered off under suction while ... Solvent: 3, CO (methanol). Yield: 79.0%. Run at temperature -78 celsius, time 1 hour. Reaction SMILES: [Cl:1][C:2]1[CH:3]=[C:4]([CH:30]=C)[C:5]2[C:6]([CH:29]=1)=[N:7][N:8]([CH2:10][C:11]([NH:15][C:16](=[O:28])[C:17]1[CH:22]=[CH:21][C:20]([O:23][C:24]([F:27])([F:26])[F:25])=[CH:19][CH:18]=1)([C:13]#[N:14])[CH3:12])[N:9]=2.C(Cl)Cl.[O:35]=[O+][O-]>CO>[Cl:1][C:2]1[CH:3]=[C:4]([CH:30]=[O:35])[C:5]2[C:6]([CH:29]=1)=[N:7][N:8]([CH2:10][C:11]([NH:15][C:16](=[O:28])[C:17]1[CH:22]=[CH:21][C:20]([O:23][C:24]([F:25])([F:27])[F:26])=[CH:19][CH:18]=1)([C:13]#[N:14])[CH3:12])[N:9]=2. Product: ClC=1C=C(C=2C(=NN(N2)CC(C)(C#N)NC(C2=CC=C(C=C2)OC(F)(F)F)=O)C1)C=O (N-[2-(6-Chloro-4-formyl-2H-benzotriazol-2-yl)-1-cyano-1-methylethyl]-4-trifluoromethoxybenzamide). Procedure: A solution of N-[2-(6-Chloro-4-vinyl-2H-benzotriazol-2-yl)-1-cyano-1-methylethyl]-4-trifluoromethoxybenzamide (0.29 g) in 35 mL of a 3 to 1 mixture of DCM and methanol was treated with ozone gas for 15 minutes. After stirring one hour at −78° C., the mixture was purged 10 minutes with oxygen and then quenched with dimethyl sulfide followed by a 10% solution of sodium thiosulfate, then diluted with DCM (100 mL). The mixture was separated, and the organic layer was dried over sodium sulfate, filte... Starting materials: O=[O+][O-] (ozone), ClC=1C=C(C=2C(=NN(N2)CC(C)(C#N)NC(C2=CC=C(C=C2)OC(F)(F)F)=O)C1)C=C (N-[2-(6-Chloro-4-vinyl-2H-benzotriazol-2-yl)-1-cyano-1-methylethyl]-4-trifluoromethoxybenzamide), C(Cl)Cl (DCM).